From a dataset of the Open Reaction Database (ORD), a public repository of structured organic reaction records. describe an organic reaction: reactants, conditions, products, and yield Reactants: O=C(OCc1ccccc1)N1CCc2ccc(O)cc2C1, CCOC(=O)c1ccc(F)cc1, CCOCC, CS(C)=O, [F-], [K+], C1COCCOCCOCCOCCOCCO1. The product is CCOC(=O)c1ccc(Oc2ccc3c(c2)CN(C(=O)OCc2ccccc2)CC3)cc1. Reaction SMILES: [CH2:1]([c:2]1[cH:3][cH:4][cH:5][cH:6][cH:7]1)[O:8][C:9](=[O:10])[N:11]1[CH2:12][c:13]2[cH:14][c:15]([OH:21])[cH:16][cH:17][c:18]2[CH2:19][CH2:20]1.[CH2:22]([CH3:23])[O:24][C:25]([c:26]1[cH:27][cH:28][c:29]([F:32])[cH:30][cH:31]1)=[O:33].[CH2:54]([O:55][CH2:56][CH3:57])[CH3:58].[CH3:59][S:60](=[O:61])[CH3:62].[F-:52].[K+:53].[O:34]1[CH2:35][CH2:36][O:37][CH2:38][CH2:39][O:40][CH2:41][CH2:42][O:43][CH2:44][CH2:45][O:46][CH2:47][CH2:48][O:49][CH2:50][CH2:51]1>>[CH2:1]([c:2]1[cH:3][cH:4][cH:5][cH:6][cH:7]1)[O:8][C:9](=[O:10])[N:11]1[CH2:12][c:13]2[cH:14][c:15]([O:21][c:29]3[cH:28][cH:27][c:26]([C:25]([O:24][CH2:22][CH3:23])=[O:33])[cH:31][cH:30]3)[cH:16][cH:17][c:18]2[CH2:19][CH2:20]1. RXN SMILES: Cl[CH2:2][CH2:3][N:4]1[CH2:9][CH2:8][O:7][CH2:6][CH2:5]1.C([O-])([O-])=O.[Cs+].[Cs+].[OH:16][C:17]1[CH:26]=[C:25]2[C:20]([C:21]([O:27][C:28]3[CH:41]=[CH:40][C:31]4[C:32]([C:36]([NH:38][CH3:39])=[O:37])=[C:33]([CH3:35])[O:34][C:30]=4[CH:29]=3)=[CH:22][CH:23]=[N:24]2)=[CH:19][CH:18]=1>CN(C=O)C>[CH3:39][NH:38][C:36]([C:32]1[C:31]2[CH:40]=[CH:41][C:28]([O:27][C:21]3[C:20]4[C:25](=[CH:26][C:17]([O:16][CH2:2][CH2:3][N:4]5[CH2:9][CH2:8][O:7][CH2:6][CH2:5]5)=[CH:18][CH:19]=4)[N:24]=[CH:23][CH:22]=3)=[CH:29][C:30]=2[O:34][C:33]=1[CH3:35])=[O:37] |f:1.2.3|. Procedure: A solution of 4-(2-chloroethyl)morpholine (10.7 g, 57.4 mmol) and Cs2CO3 (46.3 g, 143.5 mmol) in DMF (100 mL) was stirred for 1 hour at room temperature. To the solution was added a solution of 6-[(7-hydroxyquinolin-4-yl)oxy]-N,2-dimethyl-1-benzofuran-3-carboxamide (10 g, 28.7 mmol). The mixture was heated to 120° C. for 15 hr. The solution was cooled to room temperature and extracted with EtOAc. The concentrated residue was purified by a silica gel column chromatography (using 5 to 10%) MeOH/CH... The product is CNC(=O)C1=C(OC2=C1C=CC(=C2)OC2=CC=NC1=CC(=CC=C21)OCCN2CCOCC2)C (N,2-dimethyl-6-[7-(2-morpholinoethoxy)quinolin-4-yloxy]benzofuran-3-carboxamide). The yield is 19.6%. Reaction conditions: temperature 120 celsius. The reactants are ClCCN1CCOCC1 (4-(2-chloroethyl)morpholine), C(=O)([O-])[O-].[Cs+].[Cs+] (Cs2CO3), OC1=CC=C2C(=CC=NC2=C1)OC1=CC2=C(C(=C(O2)C)C(=O)NC)C=C1 (6-[(7-hydroxyquinolin-4-yl)oxy]-N,2-dimethyl-1-benzofuran-3-carboxamide). Run in CN(C)C=O (DMF). The product is CC(C)(C)OC(=O)N1CCCC(=O)C1c1ccccc1. Reactants: CC(C)(C)OC(=O)N1CCCC(O)C1c1ccccc1, CS(C)=O, CCN=C=NCCCN(C)C, ClCCl, c1ccncc1. As a reaction SMILES: [C:16]([CH3:17])([CH3:18])([CH3:19])[O:20][C:21](=[O:22])[N:23]1[CH:24]([c:30]2[cH:31][cH:32][cH:33][cH:34][cH:35]2)[CH:25]([OH:29])[CH2:26][CH2:27][CH2:28]1.[CH3:1][S:2](=[O:3])[CH3:4].[CH3:5][N:6]([CH3:7])[CH2:8][CH2:9][CH2:10][N:11]=[C:12]=[N:13][CH2:14][CH3:15].[Cl:42][CH2:43][Cl:44].[cH:36]1[cH:37][cH:38][n:39][cH:40][cH:41]1>>[C:16]([CH3:17])([CH3:18])([CH3:19])[O:20][C:21](=[O:22])[N:23]1[CH:24]([c:30]2[cH:31][cH:32][cH:33][cH:34][cH:35]2)[C:25](=[O:29])[CH2:26][CH2:27][CH2:28]1. Reactants: Cl.C(CC)OC([C@H](N)C)=O (D-alanine n-propyl ester hydrochloride), N([C@@H](CC(OCC1=CC=CC=C1)=O)C(=O)O)C(=O)OCC1=CC=CC=C1 (Z-Asp(OBzl)), Example 16 ( A ). Yields the product C(CC)OC([C@H](NC([C@@H](N)CC(O)=O)=O)C)=O (α-L-Aspartyl-D-alanine n-propyl ester). As a reaction SMILES: Cl.[CH2:2]([O:5][C:6](=[O:10])[C@@H:7]([CH3:9])[NH2:8])[CH2:3][CH3:4].[NH:11](C(OCC1C=CC=CC=1)=O)[C@H:12]([C:24](O)=[O:25])[CH2:13][C:14](=[O:23])[O:15]CC1C=CC=CC=1>>[CH2:2]([O:5][C:6](=[O:10])[C@@H:7]([CH3:9])[NH:8][C:24](=[O:25])[C@H:12]([CH2:13][C:14](=[O:15])[OH:23])[NH2:11])[CH2:3][CH3:4] |f:0.1|. Procedure details: This compound was prepared from 1.8 g D-alanine n-propyl ester hydrochloride and 3.6 g Z-Asp(OBzl) in a manner similar to Example 16 (A). Yield: 1.9 g. Starting materials: CC[SiH](CC)CC, ClCCl, COc1cnc2ccc(C(F)(F)C(=O)OC(C)(C)C)cc2c1, O=C(O)C(F)(F)F. Yields the product COc1cnc2ccc(C(F)(F)C(=O)O)cc2c1. RXN SMILES: [CH2:30]([SiH:31]([CH2:32][CH3:33])[CH2:34][CH3:35])[CH3:36].[Cl:37][CH2:38][Cl:39].[F:1][C:2]([C:3](=[O:4])[O:5][C:6]([CH3:7])([CH3:8])[CH3:9])([c:10]1[cH:11][c:12]2[cH:13][c:14]([O:20][CH3:21])[cH:15][n:16][c:17]2[cH:18][cH:19]1)[F:22].[OH:23][C:24]([C:25]([F:26])([F:27])[F:28])=[O:29]>>[F:1][C:2]([C:3](=[O:4])[OH:5])([c:10]1[cH:11][c:12]2[cH:13][c:14]([O:20][CH3:21])[cH:15][n:16][c:17]2[cH:18][cH:19]1)[F:22]. The reactants are NC1=C(C=C(C[C@H](C(=O)N2CCC(CC2)N2CCN(CC2)C)CC(=O)N2CCC(CC2)N2C(NC3=C(CC2)C=CC=C3)=O)C=C1C(F)(F)F)Cl ((S)-2-(4-amino-3-chloro-5-trifluoromethyl-benzyl)-1-[4-(4-methyl-piperazin-1-yl)-piperidin-1-yl]-4-[4-(2-oxo-1,2,4,5-tetrahydro-1,3-benzodiazepin-3-yl)-piperidin-1-yl]-butane-1,4-dione), Br (hydrobromic acid). The solvent is C(C)(C)O (isopropanol). Run at temperature 4 celsius. Yields the product O.O.O.O.O.Br.NC1=C(C=C(C[C@H](C(=O)N2CCC(CC2)N2CCN(CC2)C)CC(=O)N2CCC(CC2)N2C(NC3=C(CC2)C=CC=C3)=O)C=C1C(F)(F)F)Cl ((S)-2-(4-amino-3-chloro-5-trifluoromethyl-benzyl)-1-[4-(4-methyl-piperazin-1-yl)-piperidin-1-yl]-4-[4-(2-oxo-1,2,4,5-tetrahydro-1,3-benzodiazepin-3-yl)-piperidin-1-yl]-butane-1,4-dione-hydrobromide-pentahydrate). As a reaction SMILES: [NH2:1][C:2]1[C:45]([C:46]([F:49])([F:48])[F:47])=[CH:44][C:5]([CH2:6][C@@H:7]([CH2:23][C:24]([N:26]2[CH2:31][CH2:30][CH:29]([N:32]3[CH2:38][CH2:37][C:36]4[CH:39]=[CH:40][CH:41]=[CH:42][C:35]=4[NH:34][C:33]3=[O:43])[CH2:28][CH2:27]2)=[O:25])[C:8]([N:10]2[CH2:15][CH2:14][CH:13]([N:16]3[CH2:21][CH2:20][N:19]([CH3:22])[CH2:18][CH2:17]3)[CH2:12][CH2:11]2)=[O:9])=[CH:4][C:3]=1[Cl:50].[BrH:51]>C(O)(C)C>[OH2:9].[OH2:9].[OH2:9].[OH2:9].[OH2:9].[BrH:51].[NH2:1][C:2]1[C:45]([C:46]([F:48])([F:47])[F:49])=[CH:44][C:5]([CH2:6][C@@H:7]([CH2:23][C:24]([N:26]2[CH2:27][CH2:28][CH:29]([N:32]3[CH2:38][CH2:37][C:36]4[CH:39]=[CH:40][CH:41]=[CH:42][C:35]=4[NH:34][C:33]3=[O:43])[CH2:30][CH2:31]2)=[O:25])[C:8]([N:10]2[CH2:15][CH2:14][CH:13]([N:16]3[CH2:21][CH2:20][N:19]([CH3:22])[CH2:18][CH2:17]3)[CH2:12][CH2:11]2)=[O:9])=[CH:4][C:3]=1[Cl:50] |f:3.4.5.6.7.8.9|. Reported procedure: 2.0 g (2.6 mmol) (S)-2-(4-amino-3-chloro-5-trifluoromethyl-benzyl)-1-[4-(4-methyl-piperazin-1-yl)-piperidin-1-yl]-4-[4-(2-oxo-1,2,4,5-tetrahydro-1,3-benzodiazepin-3-yl)-piperidin-1-yl]-butane-1,4-dione are dissolved in 20 ml isopropanol and at 50° C. combined with 0.6 ml hydrobromic acid (47% in water). The mixture is cooled to 4° C. within 30 minutes. The solid formed is filtered off, washed with 5 ml cold isopropanol and dried for 12 hours at 40° C.